This data is from the Open Reaction Database (ORD), a public repository of structured organic reaction records. The task is: describe an organic reaction: reactants, conditions, products, and yield Starting materials: BrC=1C=CC=C2N=C(C(=NC12)NC1=CC=CC=C1)C (8-bromo-3-methyl-N-phenylquinoxalin-2-amine), C(CCC)[Sn](C(=C)OCC)(CCCC)CCCC (tributyl(1-ethoxyvinyl)stannane), CC(C)C1=CC(=C(C(=C1)C(C)C)C2=C(C=CC=C2)P(C3CCCCC3)C4CCCCC4)C(C)C (XPhos), [F-].[Cs+] (cesium fluoride). The reagents and catalysts are C=1C=CC(=CC1)/C=C/C(=O)/C=C/C2=CC=CC=C2.C=1C=CC(=CC1)/C=C/C(=O)/C=C/C2=CC=CC=C2.C=1C=CC(=CC1)/C=C/C(=O)/C=C/C2=CC=CC=C2.[Pd].[Pd] (Pd2(dba)3), [Cu]I (CuI). Solvent: O1CCOCC1 (dioxane), CCOC(=O)C (EtOAc). Run at temperature 160 celsius. Yields the product CC1=NC2=CC=CC(=C2N=C1NC1=CC=CC=C1)C(C)=O (1-(2-methyl-3-(phenylamino)quinoxalin-5-yl)ethanone). Isolated yield 21.0%. As a reaction SMILES: Br[C:2]1[CH:3]=[CH:4][CH:5]=[C:6]2[C:11]=1[N:10]=[C:9]([NH:12][C:13]1[CH:18]=[CH:17][CH:16]=[CH:15][CH:14]=1)[C:8]([CH3:19])=[N:7]2.C([Sn](CCCC)(CCCC)[C:25]([O:27]CC)=[CH2:26])CCC.CC(C1C=C(C(C)C)C(C2C=CC=CC=2P(C2CCCCC2)C2CCCCC2)=C(C(C)C)C=1)C.[F-].[Cs+]>O1CCOCC1.CCOC(C)=O.C1C=CC(/C=C/C(/C=C/C2C=CC=CC=2)=O)=CC=1.C1C=CC(/C=C/C(/C=C/C2C=CC=CC=2)=O)=CC=1.C1C=CC(/C=C/C(/C=C/C2C=CC=CC=2)=O)=CC=1.[Pd].[Pd].[Cu]I>[CH3:19][C:8]1[C:9]([NH:12][C:13]2[CH:18]=[CH:17][CH:16]=[CH:15][CH:14]=2)=[N:10][C:11]2[C:6](=[CH:5][CH:4]=[CH:3][C:2]=2[C:25](=[O:27])[CH3:26])[N:7]=1 |f:3.4,7.8.9.10.11|. Reported procedure: A mixture of 8-bromo-3-methyl-N-phenylquinoxalin-2-amine (0.64 g, 2.037 mmol), tributyl(1-ethoxyvinyl)stannane (1.032 ml, 3.06 mmol; Aldrich), Pd2(dba)3 (0.187 g, 0.204 mmol), XPhos (Strem, Newburyport, Mass.; 0.097 g, 0.204 mmol), CuI (0.078 g, 0.407 mmol), and cesium fluoride (0.928 g, 6.11 mmol) in dioxane (10.19 ml) was heated in a microwave reactor (Biotage Initiator) for 20 min at 160° C. The mixture was diluted with EtOAc (200 ml), added to a separatory funnel, and washed with saturated a... Starting materials: N1(CCOCC1)CC1COC=2C=3N1C(=C(C3C=CC2)SC2=CC=CC=C2)C (3-(4-morpholinylmethyl)-5-methyl-6-phenylthio-2,3-dihydropyrrolo[1,2,3-de]-1,4-benzoxazine). Reagents/catalysts: [Ni] (Raney nickel). The solvent is C(C)O (ethanol). Yields the product N1(CCOCC1)CC1COC=2C=3N1C(=CC3C=CC2)C (3-(4-morpholinylmethyl)-5-methyl-2,3-dihydropyrrolo[1,2,3-de]-1,4-benzoxazine). Yield: 61.6%. Reaction SMILES: [N:1]1([CH2:7][CH:8]2[N:13]3[C:14]([CH3:27])=[C:15](SC4C=CC=CC=4)[C:16]4[CH:17]=[CH:18][CH:19]=[C:11]([C:12]=43)[O:10][CH2:9]2)[CH2:6][CH2:5][O:4][CH2:3][CH2:2]1>C(O)C.[Ni]>[N:1]1([CH2:7][CH:8]2[N:13]3[C:14]([CH3:27])=[CH:15][C:16]4[CH:17]=[CH:18][CH:19]=[C:11]([C:12]=43)[O:10][CH2:9]2)[CH2:6][CH2:5][O:4][CH2:3][CH2:2]1. Procedure: To a solution of 10.6 g (0.028 mole) of 3-(4-morpholinylmethyl)-5-methyl-6-phenylthio-2,3-dihydropyrrolo[1,2,3-de]-1,4-benzoxazine in 600 ml of ethanol was added seven teaspoons of Raney nickel. The mixture was heated under reflux for two hours and then filtered through filter aid. Evaporation of the filtrate to dryness and recrystallization of the residue from ethyl acetate afforded 4.7 g of 3-(4-morpholinylmethyl)-5-methyl-2,3-dihydropyrrolo[1,2,3-de]-1,4-benzoxazine, m.p. 178°-180° C.